From a dataset of the Open Reaction Database (ORD), a public repository of structured organic reaction records. describe an organic reaction: reactants, conditions, products, and yield Reactants: OC(C(=O)N)C(C)(C1=CC=CC=C1)C1=CC=CC=C1 (2-hydroxy-3,3-diphenylbutyramide), C(C)O (ethanol). Solvent: O (water). Product: OC(C(=O)OCC)C(C)(C1=CC=CC=C1)C1=CC=CC=C1 (Ethyl 2-Hydroxy-3,3-diphenylbutyrate). RXN SMILES: [OH:1][CH:2]([C:6]([C:14]1[CH:19]=[CH:18][CH:17]=[CH:16][CH:15]=1)([C:8]1[CH:13]=[CH:12][CH:11]=[CH:10][CH:9]=1)[CH3:7])[C:3](N)=[O:4].[CH2:20]([OH:22])[CH3:21]>O>[OH:1][CH:2]([C:6]([C:14]1[CH:19]=[CH:18][CH:17]=[CH:16][CH:15]=1)([C:8]1[CH:13]=[CH:12][CH:11]=[CH:10][CH:9]=1)[CH3:7])[C:3]([O:22][CH2:20][CH3:21])=[O:4]. Reported procedure: 2.15 g (8.4 mmol) of 2-hydroxy-3,3-diphenylbutyramide were dissolved in 15 ml of ethanol, 15 ml of conc. HCI were added and the mixture was refluxed for 40 hours. The solvent was stripped off under reduced pressure, and the residue was taken up in water. The aqueous phase was extracted three times with ethyl acetate, and the combined organic phases were washed twice with 10% strength sodium hydroxide solution. Drying with MgSO4 and stripping off the solvent under reduced pressure resulted in 1.7... Reactants: C(#N)C(C1=CC=C(CNC(C2=C(N=CC=C2)OC2=CC=C(C=C2)F)=O)C=C1)(C)C (N-[4-(Cyano-dimethyl-methyl)-benzyl]-2-(4-fluoro-phenoxy)-nicotinamide), C1(=CC=CC=C1)C (toluene), C[Si](C)(C)N=[N+]=[N-] (Trimethylsilyl azide), C[Sn](C)=O (dimethyltin oxide). The solvent is CO (methanol). Run at temperature 95 celsius. Product: FC1=CC=C(OC2=C(C(=O)NCC3=CC=C(C=C3)C(C)(C3=NN=NN3)C)C=CC=N2)C=C1 (2-(4-Fluoro-phenoxy)-N-{4-[1-methyl-1-(1H-tetrazol-5-yl)-ethyl]-benzyl}-nicotinamide). RXN SMILES: [C:1]([C:3]([CH3:29])([CH3:28])[C:4]1[CH:27]=[CH:26][C:7]([CH2:8][NH:9][C:10](=[O:25])[C:11]2[CH:16]=[CH:15][CH:14]=[N:13][C:12]=2[O:17][C:18]2[CH:23]=[CH:22][C:21]([F:24])=[CH:20][CH:19]=2)=[CH:6][CH:5]=1)#[N:2].C1(C)C=CC=CC=1.C[Si]([N:41]=[N+:42]=[N-:43])(C)C.C[Sn](=O)C>CO>[F:24][C:21]1[CH:20]=[CH:19][C:18]([O:17][C:12]2[N:13]=[CH:14][CH:15]=[CH:16][C:11]=2[C:10]([NH:9][CH2:8][C:7]2[CH:26]=[CH:27][C:4]([C:3]([CH3:29])([C:1]3[NH:43][N:42]=[N:41][N:2]=3)[CH3:28])=[CH:5][CH:6]=2)=[O:25])=[CH:23][CH:22]=1. Procedure details: N-[4-(Cyano-dimethyl-methyl)-benzyl]-2-(4-fluoro-phenoxy)-nicotinamide (12.22 g) was placed in a sealable tube with anyhdrous toluene (10 mL). Trimethylsilyl azide (8.0 mL) and dimethyltin oxide (1.29 g) were then added. The reaction mixture was heated to 95° C. for 17 h, then allowed to cool to ambient temperature. Excess methanol was added and the mixture was concentrated to dryness in vacuo. Methanol was again added and evaporated. To the crude product were added ethyl acetate (200 mL) and an... Procedure: The product of Step A. above is suspended in 80 ml. of aqueous sodium hydroxide (5%) and refluxed for 30 minutes. The mixture is acidified with aqueous hydrochloric acid and extracted three times with 150 ml. of toluene. The combined toluene extracts are concentrated and the 5-(2,4-difluorophenyl)salicylic acid is crystallized out. Filtration yields 29.4 mmole of final product, a 98% yield. As a reaction SMILES: [F:1][C:2]1[CH:7]=[C:6]([F:8])[CH:5]=[CH:4][C:3]=1[C:9]1[CH:18]=[C:13]([C:14]([O:16]C)=[O:15])[C:12]([OH:19])=[CH:11][CH:10]=1.[OH-].[Na+].Cl>>[F:1][C:2]1[CH:7]=[C:6]([F:8])[CH:5]=[CH:4][C:3]=1[C:9]1[CH:18]=[C:13]([C:14]([OH:16])=[O:15])[C:12]([OH:19])=[CH:11][CH:10]=1 |f:1.2|. The product is FC1=C(C=CC(=C1)F)C1=CC=C(C(C(=O)O)=C1)O (5-(2,4-difluorophenyl)salicylic acid). The reactants are FC1=C(C=CC(=C1)F)C1=CC=C(C(C(=O)OC)=C1)O (Methyl 5-(2,4-difluorophenyl)salicylate), [OH-].[Na+] (sodium hydroxide), Cl (hydrochloric acid). Yield: 98.0%. Starting materials: BrC1=CC=C(C=C1)S(=O)(=O)NC(C(=O)NC1=CC=C(C=C1)CC(=O)OCC)COS(=O)(=O)C ((RS)-2-(4-bromobenzenesulfonylamino)-N-(4-(ethoxycarbonylmethyl)phenyl)-3-methanesulfonyloxypropanamide), ClC1=CC=C(C=C1)O (4-chlorophenol). The product is BrC1=CC=C(C=C1)S(=O)(=O)NC(C(=O)NC1=CC=C(C=C1)CC(=O)OCC)COC1=CC=C(C=C1)Cl ((RS)-2-(4-bromobenzenesulfonylamino)-3-(4-chlorophenoxy)-N-(4-(ethoxycarbonylmethyl)phenyl) propanamide). As a reaction SMILES: [Br:1][C:2]1[CH:7]=[CH:6][C:5]([S:8]([NH:11][CH:12]([CH2:28][O:29]S(C)(=O)=O)[C:13]([NH:15][C:16]2[CH:21]=[CH:20][C:19]([CH2:22][C:23]([O:25][CH2:26][CH3:27])=[O:24])=[CH:18][CH:17]=2)=[O:14])(=[O:10])=[O:9])=[CH:4][CH:3]=1.[Cl:34][C:35]1[CH:40]=[CH:39][C:38](O)=[CH:37][CH:36]=1>>[Br:1][C:2]1[CH:7]=[CH:6][C:5]([S:8]([NH:11][CH:12]([CH2:28][O:29][C:38]2[CH:39]=[CH:40][C:35]([Cl:34])=[CH:36][CH:37]=2)[C:13]([NH:15][C:16]2[CH:21]=[CH:20][C:19]([CH2:22][C:23]([O:25][CH2:26][CH3:27])=[O:24])=[CH:18][CH:17]=2)=[O:14])(=[O:10])=[O:9])=[CH:4][CH:3]=1. Procedure: The procedure described in Example 125 was repeated, except that ((RS)-2-(4-bromobenzenesulfonylamino)-N-(4-(ethoxycarbonylmethyl)phenyl)-3-methanesulfonyloxypropanamide (420 mg) was reacted with 4-chlorophenol (191.6 μl) to obtain (RS)-2-(4-bromobenzenesulfonylamino)-3-(4-chlorophenoxy)-N-(4-(ethoxycarbonylmethyl)phenyl) propanamide (242.12 mg). Starting materials: CCOC(=O)C(C)C(C)(C)C=CCBr, CC(C)(C)[O-], [K+], C1CCOC1, O. Yields the product C=CC1C(C)(C)C1(C)C(=O)OCC. RXN SMILES: [Br:1][CH2:2][CH:3]=[CH:4][C:5]([CH:6]([C:7](=[O:8])[O:9][CH2:10][CH3:11])[CH3:12])([CH3:13])[CH3:14].[CH3:15][C:16]([CH3:17])([O-:18])[CH3:19].[K+:20].[O:22]1[CH2:23][CH2:24][CH2:25][CH2:26]1.[OH2:21]>>[CH2:2]=[CH:3][CH:4]1[C:5]([CH3:13])([CH3:14])[C:6]1([C:7](=[O:8])[O:9][CH2:10][CH3:11])[CH3:12]. Starting materials: C(C)OC(=O)C1=CSC(=C1)CC (5-Ethyl-thiophene-3-carboxylic acid ethyl ester), BrN1C(CCC1=O)=O (N-Bromosuccinimide). Solvent: C(C)(=O)O (acetic acid). Reaction conditions: time 4 hour. The product is C(C)OC(=O)C1=C(SC(=C1)CC)Br (2-Bromo-5-ethyl-thiophene-3-carboxylic acid ethyl ester). Isolated yield 40.8%. As a reaction SMILES: [CH2:1]([O:3][C:4]([C:6]1[CH:10]=[C:9]([CH2:11][CH3:12])[S:8][CH:7]=1)=[O:5])[CH3:2].[Br:13]N1C(=O)CCC1=O>C(O)(=O)C>[CH2:1]([O:3][C:4]([C:6]1[CH:10]=[C:9]([CH2:11][CH3:12])[S:8][C:7]=1[Br:13])=[O:5])[CH3:2]. Reported procedure: 5-Ethyl-thiophene-3-carboxylic acid ethyl ester (1.2 g, 6.52 mmol) was dissolved in acetic acid (10 mL). N-Bromosuccinimide (7.1 mmol) was added and the reaction was stirred for 4 hours. The solvent was removed under vacuum and the product purified by flash chromatography on silica, eluting with 0%-30% t-butylmethylether in cyclohexane. The fractions containing the desired product were concentrated under vacuum to give the title compound (0.7 g). 1H NMR (400 MHz, CHCl3-d): δ 7.05 (s, 1H), 4.3 (q... The reactants are BrC1=CC=C(OC2OCCCC2)C=C1 (2-(4-bromophenoxy)tetrahydro-2H-pyran), COC=1C=C2C(CC(OC2=CC1)C1=CC=C(C=C1)OC[C@H](C)N1C[C@@H](CC1)C)=O (6-Methoxy-2-(4-((S)-2-((R)-3-methylpyrrolidin-1-yl)propoxy)phenyl)chroman-4-one), F[B-](F)(F)F.C(C)(C)(C)[PH+](C(C)(C)C)C(C)(C)C (tri-tert-butylphosphonium tetrafluoroborate), C([O-])(O)=O.[K+] (potassium bicarbonate). The reagents and catalysts are C=1C=CC(=CC1)/C=C/C(=O)/C=C/C2=CC=CC=C2.C=1C=CC(=CC1)/C=C/C(=O)/C=C/C2=CC=CC=C2.C=1C=CC(=CC1)/C=C/C(=O)/C=C/C2=CC=CC=C2.[Pd].[Pd] (Pd2(dba)3). The solvent is [Cl-].[Na+].O (brine), C(C)(=O)OCC (ethyl acetate), O1CCOCC1.O (1,4-dioxane water). Reaction conditions: temperature 110 celsius. Yields the product COC=1C=C2C(C(C(OC2=CC1)C1=CC=C(C=C1)OC[C@H](C)N1C[C@@H](CC1)C)C1=CC=C(C=C1)OC1OCCCC1)=O (6-methoxy-2-(4-((S)-2-((R)-3-methylpyrrolidin-1-yl)propoxy)phenyl)-3-(4-((tetrahydro-2H-pyran-2-yl)oxy)phenyl)chroman-4-one). As a reaction SMILES: [CH3:1][O:2][C:3]1[CH:4]=[C:5]2[C:10](=[CH:11][CH:12]=1)[O:9][CH:8]([C:13]1[CH:18]=[CH:17][C:16]([O:19][CH2:20][C@@H:21]([N:23]3[CH2:27][CH2:26][C@@H:25]([CH3:28])[CH2:24]3)[CH3:22])=[CH:15][CH:14]=1)[CH2:7][C:6]2=[O:29].F[B-](F)(F)F.C([PH+](C(C)(C)C)C(C)(C)C)(C)(C)C.C(=O)(O)[O-].[K+].Br[C:54]1[CH:66]=[CH:65][C:57]([O:58][CH:59]2[CH2:64][CH2:63][CH2:62][CH2:61][O:60]2)=[CH:56][CH:55]=1>O1CCOCC1.O.[Cl-].[Na+].O.C1C=CC(/C=C/C(/C=C/C2C=CC=CC=2)=O)=CC=1.C1C=CC(/C=C/C(/C=C/C2C=CC=CC=2)=O)=CC=1.C1C=CC(/C=C/C(/C=C/C2C=CC=CC=2)=O)=CC=1.[Pd].[Pd].C(OCC)(=O)C>[CH3:1][O:2][C:3]1[CH:4]=[C:5]2[C:10](=[CH:11][CH:12]=1)[O:9][CH:8]([C:13]1[CH:14]=[CH:15][C:16]([O:19][CH2:20][C@@H:21]([N:23]3[CH2:27][CH2:26][C@@H:25]([CH3:28])[CH2:24]3)[CH3:22])=[CH:17][CH:18]=1)[CH:7]([C:54]1[CH:66]=[CH:65][C:57]([O:58][CH:59]3[CH2:64][CH2:63][CH2:62][CH2:61][O:60]3)=[CH:56][CH:55]=1)[C:6]2=[O:29] |f:1.2,3.4,6.7,8.9.10,11.12.13.14.15|. Procedure details: 6-Methoxy-2-(4-((S)-2-((R)-3-methylpyrrolidin-1-yl)propoxy)phenyl)chroman-4-one (420 mg, 1.06 mmol) was dissolved in 1,4-dioxane/water (4:1, 10 mL) and degassed twice. Pd2(dba)3 (11 mg, 0.011 mmol), tri-tert-butylphosphonium tetrafluoroborate (14 mg, 0.05 mmol), and potassium bicarbonate (85 mg, 0.8 mmol) were added and the reaction mixture was degassed twice. 2-(4-bromophenoxy)tetrahydro-2H-pyran (355 mg, 1.38 mmol) was then added and the reaction mixture was heated to 110° C. for 7 h. After co...